describe an organic reaction: reactants, conditions, products, and yield From a dataset of the Open Reaction Database (ORD), a public repository of structured organic reaction records. Reaction SMILES: [Mg].II.[CH3:4][CH:5]([CH2:8][CH2:9][CH3:10])[CH2:6][OH:7].C([Mg:15][Cl:16])CCC.CCCC>C(Cl)CCC>[CH3:4][CH:5]([CH2:8][CH2:9][CH3:10])[CH2:6][O:7][Mg:15][Cl:16]. Procedure details: Following the procedure of Example 1, 24.31 gm of magnesium metal powder (1.0 mole) was placed in a 3-necked 3 liter reactor flask, along with 1600 ml of isoparaffinic solvent (Isopar E) having a boiling range of 116°-139° C. and 0.25 gm of iodine crystals. This mixture was heated under an argon atmosphere to reflux temperature for about 60 minutes for metal activation. 105 ml of n-butyl chloride (1.OM) was then gradually added to the reaction slurry in 40 minutes, then reaction was continued fo... Reaction conditions: temperature 65 celsius, time 2 hour. Product: CC(CO[Mg]Cl)CCC (2-Methylpentyloxymagnesium Chloride). Run in C(CCC)Cl (n-butyl chloride). The reactants are CC(CO)CCC (2-methyl-1-pentanol), C(CCC)[Mg]Cl (BuMgCl), [Mg] (magnesium), CC(CO)CCC (2-methyl-1-pentanol), CCCC (butane), CC(CO)CCC (2-methyl-1-pentanol), powder, II (iodine crystals), CC(CO)CCC (2-methyl-1 -pentanol), solvent. Starting materials: N1=C(C=NC=C1)C(=O)O (pyrazine-2-carboxylic acid), OC1=CC=CC=2NN=NC21 (hydroxybenzotriazole), [H-].CN(CCCN=C=NCC)C (1-(3-dimethylaminopropyl)-3-ethylcarbodiimide monohydride), C(#N)C1=C(OC=2C=C(C(=CC2OC=2C=NC(=CC2)S(=O)(=O)C)N)N)C=CC=C1 (4-(2-cyano-phenoxy)-5-(6-methanesulfonyl-pyridin-3-yloxy)-benzene-1,2-diamine). The solvent is CN(C=O)C (dimethylformamide), C(C)(=O)OCC (ethyl acetate), C(C)(=O)OCC (ethyl acetate). Conditions: time 1 hour. The product is C(#N)C1=C(OC2=CC3=C(NC(=N3)C3=NC=CN=C3)C=C2OC=2C=NC(=CC2)S(=O)(=O)C)C=CC=C1 (5-(2-Cyano-phenoxy)-2-pyrazin-2-yl-6-(6-methanesulfonyl-pyridin-3-yloxy)-1H-benzimidazole). Reaction SMILES: [N:1]1[CH:6]=[CH:5][N:4]=[CH:3][C:2]=1[C:7](O)=O.OC1C2N=NNC=2C=CC=1.[H-].CN(C)CCCN=C=NCC.[C:32]([C:34]1[CH:59]=[CH:58][CH:57]=[CH:56][C:35]=1[O:36][C:37]1[CH:38]=[C:39]([NH2:55])[C:40]([NH2:54])=[CH:41][C:42]=1[O:43][C:44]1[CH:45]=[N:46][C:47]([S:50]([CH3:53])(=[O:52])=[O:51])=[CH:48][CH:49]=1)#[N:33]>C(OCC)(=O)C.CN(C)C=O>[C:32]([C:34]1[CH:59]=[CH:58][CH:57]=[CH:56][C:35]=1[O:36][C:37]1[C:42]([O:43][C:44]2[CH:45]=[N:46][C:47]([S:50]([CH3:53])(=[O:51])=[O:52])=[CH:48][CH:49]=2)=[CH:41][C:40]2[NH:54][C:7]([C:2]3[CH:3]=[N:4][CH:5]=[CH:6][N:1]=3)=[N:55][C:39]=2[CH:38]=1)#[N:33] |f:2.3|. Reported procedure: 21 mg of pyrazine-2-carboxylic acid, 52 mg of hydroxybenzotriazole and 52 mg of 1-(3-dimethylaminopropyl)-3-ethylcarbodiimide monohydride were added to a dimethylformamide (2 ml) solution of 72 mg of 4-(2-cyano-phenoxy)-5-(6-methanesulfonyl-pyridin-3-yloxy)-benzene-1,2-diamine obtained in Example 196 (step 5), and the reaction liquid was stirred at room temperature for 1 hour. The reaction liquid was diluted with ethyl acetate, washed with aqueous saturated sodium bicarbonate, water and saturate... Starting materials: O (water), CC1=CC2=C(N=CN2)C=C1C (5,6-dimethylbenzimidazole), ClCCCCCCO (6-chloro-1-hexanol), [H-].[Na+] (NaH). The solvent is CN(C=O)C (N,N-dimethylformamide). Reaction conditions: time 1 day. The product is OCCCCCCN1C=NC2=C1C=C(C(=C2)C)C (1-(6-hydroxyhexyl)-5,6-dimethylbenzimidazole). RXN SMILES: [CH3:1][C:2]1[C:10]([CH3:11])=[CH:9][C:5]2[N:6]=[CH:7][NH:8][C:4]=2[CH:3]=1.[H-].[Na+].Cl[CH2:15][CH2:16][CH2:17][CH2:18][CH2:19][CH2:20][OH:21].O>CN(C)C=O>[OH:21][CH2:20][CH2:19][CH2:18][CH2:17][CH2:16][CH2:15][N:6]1[C:5]2[CH:9]=[C:10]([CH3:11])[C:2]([CH3:1])=[CH:3][C:4]=2[N:8]=[CH:7]1 |f:1.2|. Reported procedure: To a solution of 1.46 g of 5,6-dimethylbenzimidazole dissolved in 50 ml of dry N,N-dimethylformamide was added 0.84 g of NaH, and further, 8.2 ml of 6-chloro-1-hexanol. After the reaction was carried out by stirring the mixture at room temperature for one day, the reaction was stopped by an addition of water. Subsequently, according to the same processes as in Example 1, crude 1-(6-hydroxyhexyl)-5,6-dimethylbenzimidazole was obtained. The conversion to this compound from 5,6-dimethylbenzimidazol... Starting materials: N(=NC(=O)OC(C)C)C(=O)OC(C)C (diisopropyl azodicarboxylate), N1=CN=C2N1C(=CC=N2)C(C)O (1-(1,2,4-triazolo[1,5-a]pyrimidin-7-yl)ethanol), ClC1=CC=C(C=C1)O (4-chlorophenol), C1(=CC=CC=C1)P(C1=CC=CC=C1)C1=CC=CC=C1 (triphenylphosphine), [Cl-].[Mg+2].[Cl-] (Magnesium chloride). Solvent: C1(=CC=CC=C1)C (toluene), C1(=CC=CC=C1)C (toluene). Conditions: time 8 hour. Product: ClC1=CC=C(OC(C)C2=CC=NC=3N2N=CN3)C=C1 (7-[1-(4-chlorophenoxy)ethyl]1,2,4-triazolo[1,5-a]pyrimidine). Isolated yield 52.7%. Reaction SMILES: N(C(OC(C)C)=O)=NC(OC(C)C)=O.[N:15]1[N:19]2[C:20]([CH:24]([OH:26])[CH3:25])=[CH:21][CH:22]=[N:23][C:18]2=[N:17][CH:16]=1.[Cl:27][C:28]1[CH:33]=[CH:32][C:31](O)=[CH:30][CH:29]=1.C1(P(C2C=CC=CC=2)C2C=CC=CC=2)C=CC=CC=1.[Cl-].[Mg+2].[Cl-]>C1(C)C=CC=CC=1>[Cl:27][C:28]1[CH:33]=[CH:32][C:31]([O:26][CH:24]([C:20]2[N:19]3[N:15]=[CH:16][N:17]=[C:18]3[N:23]=[CH:22][CH:21]=2)[CH3:25])=[CH:30][CH:29]=1 |f:4.5.6|. Procedure details: A solution of diisopropyl azodicarboxylate (11 g, 1.1 eq) in toluene (20 ml) was added dropwise to a stirred mixture of 1-(1,2,4-triazolo[1,5-a]pyrimidin-7-yl)ethanol (8.1 g, recrystallised from tetrahydrofuran, 49 mmol), 4-chlorophenol (6.35 g, 1 eg), triphenylphosphine (12.95 g, 1 eq) and toluene (200 ml) under nitrogen at 0-5° C. and the mixture then stirred at ambient temperature overnight. Magnesium chloride (9.5 g, -˜2 eq) was added and the stirred mixture heated under reflux for 1.5 hours... Yields the product O=CCOCCOc1cccc(-c2ccsc2)c1. Reactants: ClCCl, CCOCC, CC(=O)[O-], [Na+], O=[Cr](=O)([O-])Cl, c1cc[nH+]cc1, OCCOCCOc1cccc(-c2ccsc2)c1. Reaction SMILES: [CH2:1]([Cl:2])[Cl:3].[CH2:38]([O:39][CH2:40][CH3:41])[CH3:42].[CH3:34][C:35](=[O:36])[O-:37].[Na+:33].[O:22]=[Cr:23]([Cl:24])([O-:25])=[O:26].[nH+:27]1[cH:28][cH:29][cH:30][cH:31][cH:32]1.[s:4]1[cH:5][c:6](-[c:9]2[cH:10][c:11]([O:12][CH2:13][CH2:14][O:15][CH2:16][CH2:17][OH:18])[cH:19][cH:20][cH:21]2)[cH:7][cH:8]1>>[s:4]1[cH:5][c:6](-[c:9]2[cH:10][c:11]([O:12][CH2:13][CH2:14][O:15][CH2:16][CH:17]=[O:18])[cH:19][cH:20][cH:21]2)[cH:7][cH:8]1.